Dataset: the Open Reaction Database (ORD), a public repository of structured organic reaction records. Task: describe an organic reaction: reactants, conditions, products, and yield Reactants: O=CCn1c(=O)ccc2ncc(Br)cc21, CC(=O)O[BH-](OC(C)=O)OC(C)=O, O=C([O-])O, CC(=O)O, ClC(Cl)Cl, [Na+], [Na+], CC(C)(C)OC(=O)N(Cc1cc2c(cn1)OCCO2)C1CCNCC1. The product is CC(C)(C)OC(=O)N(Cc1cc2c(cn1)OCCO2)C1CCN(CCn2c(=O)ccc3ncc(Br)cc32)CC1. Reaction SMILES: [Br:1][c:2]1[cH:3][n:4][c:5]2[cH:6][cH:7][c:8](=[O:15])[n:9]([CH2:12][CH:13]=[O:14])[c:10]2[cH:11]1.[C:41]([O:42][BH-:43]([O:44][C:45](=[O:46])[CH3:47])[O:48][C:49](=[O:50])[CH3:51])(=[O:52])[CH3:53].[C:55](=[O:56])([O-:57])[OH:58].[CH3:64][C:65](=[O:66])[OH:67].[CH:60]([Cl:61])([Cl:62])[Cl:63].[Na+:54].[Na+:59].[O:16]1[CH2:17][CH2:18][O:19][c:20]2[cH:21][n:22][c:23]([CH2:26][N:27]([C:28]([O:29][C:30]([CH3:31])([CH3:32])[CH3:33])=[O:34])[CH:35]3[CH2:36][CH2:37][NH:38][CH2:39][CH2:40]3)[cH:24][c:25]21>>[Br:1][c:2]1[cH:3][n:4][c:5]2[cH:6][cH:7][c:8](=[O:15])[n:9]([CH2:12][CH2:13][N:38]3[CH2:37][CH2:36][CH:35]([N:27]([CH2:26][c:23]4[n:22][cH:21][c:20]5[c:25]([cH:24]4)[O:16][CH2:17][CH2:18][O:19]5)[C:28]([O:29][C:30]([CH3:31])([CH3:32])[CH3:33])=[O:34])[CH2:40][CH2:39]3)[c:10]2[cH:11]1. Reactants: C1CC2=C(C=CC(=C2)F)C(=O)C1 (6-fluoro-α-tetralone), Cl.CNC (dimethylamine hydrochloride), C=O (paraformaldehyde), C(C)O (ethanol), C=O (paraformaldehyde). Run in CC(=O)C (acetone). Product: Cl.FC=1C=C2CCC(C(C2=CC1)=O)CN(C)C (6-Fluoro-2-[(dimethylamino)methyl]-3,4-dihydro-1(2H)-naphthalenone, hydrochloride). As a reaction SMILES: [CH2:1]1[CH2:12][C:10](=[O:11])[C:4]2[CH:5]=[CH:6][C:7]([F:9])=[CH:8][C:3]=2[CH2:2]1.[ClH:13].[CH3:14][NH:15][CH3:16].C=O.[CH2:19](O)C>CC(C)=O>[ClH:13].[F:9][C:7]1[CH:8]=[C:3]2[C:4](=[CH:5][CH:6]=1)[C:10](=[O:11])[CH:12]([CH2:14][N:15]([CH3:19])[CH3:16])[CH2:1][CH2:2]2 |f:1.2,6.7|. Procedure: A mixture comprising 8.0 g 6-fluoro-α-tetralone, 5.3 g of dimethylamine hydrochloride, 2.0 g paraformaldehyde, and 10 ml 95% ethanol containing 0.1 ml concentrated hydrogen chloride is heated on a steam bath for 1.5 hours. The reaction mixture soon because homogeneous and the paraformaldehyde dissolves. The warm solution (bright yellow) is transferred to a widemouthed flask and is quickly diluted by the addition of acetone (100 ml). Cooling this solution in the freezer for 16 hours produced a cr... Starting materials: CuSO4.5H2O, C(C)(C)(C)OC(=O)N(C(OC(C)(C)C)=O)C1=NC=C(N=C1C#C)N1CCN(CC1)S(=O)(=O)CC (tert-butyl N-tert-butoxycarbonyl-N-[5-(4-ethylsulfonylpiperazin-1-yl)-3-ethynyl-pyrazin-2-yl]carbamate), Cl.N(=[N+]=[N-])C1=CC=C(N)C=C1 (4-Azidoaniline hydrochloride), CCN(C(C)C)C(C)C (DIPEA), O=C1C(O)=C([O-])[C@H](O1)[C@@H](O)CO.[Na+] ((+)-Sodium L-ascorbate). Run in O (Water), CC(C)(C)O (t-BuOH). Reaction conditions: time 16 hour. Yields the product C(C)(C)(C)OC(=O)N(C(OC(C)(C)C)=O)C1=NC=C(N=C1C=1N=NN(C1)C1=CC=C(C=C1)N)N1CCN(CC1)S(=O)(=O)CC (Tert-butyl N-tert-butoxycarbonyl-3-(1-(4-aminophenyl)-1H-1,2,3-triazol-4-yl)-5-(4-(ethylsulfonyl)piperazin-1-yl)pyrazin-2-ylcarbamate). As a reaction SMILES: [C:1]([O:5][C:6]([N:8]([C:16]1[C:21]([C:22]#[CH:23])=[N:20][C:19]([N:24]2[CH2:29][CH2:28][N:27]([S:30]([CH2:33][CH3:34])(=[O:32])=[O:31])[CH2:26][CH2:25]2)=[CH:18][N:17]=1)[C:9](=[O:15])[O:10][C:11]([CH3:14])([CH3:13])[CH3:12])=[O:7])([CH3:4])([CH3:3])[CH3:2].Cl.[N:36]([C:39]1[CH:45]=[CH:44][C:42]([NH2:43])=[CH:41][CH:40]=1)=[N+:37]=[N-:38].O=C1O[C@H]([C@H](CO)O)C([O-])=C1O.[Na+].CCN(C(C)C)C(C)C>CC(O)(C)C.O>[C:11]([O:10][C:9]([N:8]([C:16]1[C:21]([C:22]2[N:38]=[N:37][N:36]([C:39]3[CH:45]=[CH:44][C:42]([NH2:43])=[CH:41][CH:40]=3)[CH:23]=2)=[N:20][C:19]([N:24]2[CH2:29][CH2:28][N:27]([S:30]([CH2:33][CH3:34])(=[O:31])=[O:32])[CH2:26][CH2:25]2)=[CH:18][N:17]=1)[C:6](=[O:7])[O:5][C:1]([CH3:2])([CH3:3])[CH3:4])=[O:15])([CH3:12])([CH3:14])[CH3:13] |f:1.2,3.4|. Reported procedure: A mixture of tert-butyl N-tert-butoxycarbonyl-N-[5-(4-ethylsulfonylpiperazin-1-yl)-3-ethynyl-pyrazin-2-yl]carbamate (50 mg, 0.1009 mmol) and 4-Azidoaniline hydrochloride (17.32 mg, 0.1009 mmol) were suspended in t-BuOH (1 mL)/Water (1.000 mL). The reaction was treated with (+)-Sodium L-ascorbate (1.999 mg, 0.01009 mmol) followed by CuSO4.5H2O (0.2519 mg, 0.1103 μL, 0.001009 mmol) and the mixture allowed to stir at ambient temperature for 16 hours. The reaction was treated with DIPEA (13.04 mg, 1... The reactants are C(C)C1=C(C(=CC=C1)CC)NC(CC(C)=NN(C)C)=O (N-(2,6-diethylphenyl)-3-(N,N-dimethylhydrazono)butyramide), CC1(OC(=CC(O1)=O)C)C (2,2,6-trimethyl-4H-1,3-dioxin-4-one). The solvent is C1(=CC=CC=C1)C (toluene). The product is C(C)C1=C(C(=CC=C1)CC)NC(=O)C1=C(OC(=CC1=O)C)C (N-(2,6-diethylphenyl)-2,6-dimethyl-4-oxo-4H-pyran-3-carboxamide). Isolated yield 74.3%. RXN SMILES: [CH2:1]([C:3]1[CH:8]=[CH:7][CH:6]=[C:5]([CH2:9][CH3:10])[C:4]=1[NH:11][C:12](=[O:20])[CH2:13][C:14](=NN(C)C)[CH3:15])[CH3:2].CC1(C)[O:27][C:26](=O)[CH:25]=[C:24]([CH3:29])[O:23]1>C1(C)C=CC=CC=1>[CH2:1]([C:3]1[CH:8]=[CH:7][CH:6]=[C:5]([CH2:9][CH3:10])[C:4]=1[NH:11][C:12]([C:13]1[C:26](=[O:27])[CH:25]=[C:24]([CH3:29])[O:23][C:14]=1[CH3:15])=[O:20])[CH3:2]. Reported procedure: A mixture of 25.0 g (90.8 m mol) of N-(2,6-diethylphenyl)-3-(N,N-dimethylhydrazono)butyramide and 130 ml of toluene was refluxed, to which a solution of 28.4 g (200 m mol) of 2,2,6-trimethyl-4H-1,3-dioxin-4-one was dropwise added over a period of 30 minutes. The mixture was further refluxed for 2 hours. After distilling off the solvent, 200 ml of ethyl ether was added to the residue. The mixture was well stirred and filtered to remove insoluble material. The filtrate was concentrated and subject... The reactants are O=C(O)C(F)(F)F, CC(C)(C)OC(=O)CNC(=O)C1=C(O)C(C)(C)c2cc(CCc3ccccc3)ccc2C1=O. Product: CC1(C)C(O)=C(C(=O)NCC(=O)O)C(=O)c2ccc(CCc3ccccc3)cc21. Reaction SMILES: [F:34][C:35]([F:36])([F:37])[C:38]([OH:39])=[O:40].[OH:1][C:2]1=[C:11]([C:12](=[O:13])[NH:14][CH2:15][C:16](=[O:17])[O:18][C:19]([CH3:20])([CH3:21])[CH3:22])[C:10](=[O:23])[c:9]2[c:4]([cH:5][c:6]([CH2:24][CH2:25][c:26]3[cH:27][cH:28][cH:29][cH:30][cH:31]3)[cH:7][cH:8]2)[C:3]1([CH3:32])[CH3:33]>>[OH:1][C:2]1=[C:11]([C:12](=[O:13])[NH:14][CH2:15][C:16](=[O:17])[OH:18])[C:10](=[O:23])[c:9]2[c:4]([cH:5][c:6]([CH2:24][CH2:25][c:26]3[cH:27][cH:28][cH:29][cH:30][cH:31]3)[cH:7][cH:8]2)[C:3]1([CH3:32])[CH3:33]. The reactants are CC(C)(C)N1CC(C(=O)O)C(c2ccc(Cl)cc2)C1, CC1CCC(N(C(=O)C2CCCO2)C2CNC(C(=O)N3CCN(C)CC3)C2)CC1. Yields the product CC1CCC(N(C(=O)C2CCCO2)C2CC(C(=O)N3CCN(C)CC3)N(C(=O)C3CN(C(C)(C)C)CC3c3ccc(Cl)cc3)C2)CC1. Reaction SMILES: [C:30]([CH3:31])([CH3:32])([CH3:33])[N:34]1[CH2:35][CH:36]([C:46](=[O:47])[OH:48])[CH:37]([c:39]2[cH:40][cH:41][c:42]([Cl:45])[cH:43][cH:44]2)[CH2:38]1.[CH3:1][CH:2]1[CH2:3][CH2:4][CH:5]([N:8]([C:9](=[O:10])[CH:11]2[O:12][CH2:13][CH2:14][CH2:15]2)[CH:16]2[CH2:17][NH:18][CH:19]([C:21](=[O:22])[N:23]3[CH2:24][CH2:25][N:26]([CH3:29])[CH2:27][CH2:28]3)[CH2:20]2)[CH2:6][CH2:7]1>>[CH3:1][CH:2]1[CH2:3][CH2:4][CH:5]([N:8]([C:9](=[O:10])[CH:11]2[O:12][CH2:13][CH2:14][CH2:15]2)[CH:16]2[CH2:17][N:18]([C:46]([CH:36]3[CH2:35][N:34]([C:30]([CH3:31])([CH3:32])[CH3:33])[CH2:38][CH:37]3[c:39]3[cH:40][cH:41][c:42]([Cl:45])[cH:43][cH:44]3)=[O:47])[CH:19]([C:21](=[O:22])[N:23]3[CH2:24][CH2:25][N:26]([CH3:29])[CH2:27][CH2:28]3)[CH2:20]2)[CH2:6][CH2:7]1. The reactants are C(C)(C)(C)C=1N=C(C2=C(N1)N(N=N2)CC2=C(C=CC=C2)Cl)N2CCOCC2 (5-tert-Butyl-3-(2-chloro-benzyl)-7-morpholin-4-yl-3H-[1,2,3]triazolo[4,5-d]pyrimidine), C(C)(C)(C)C=1N=C(C2=C(N1)N(N=N2)CC2=C(C=CC=C2)Cl)Cl (5-tert-butyl-7-chloro-3-(2-chlorobenzyl)-3H-[1,2,3]triazolo[4,5-d]pyrimidine), C(C(=O)O)(=O)O.N1CCC12COC2 (6-oxa-1-azaspiro[3.3]heptane oxalate). Yields the product C(C)(C)(C)C=1N=C(C2=C(N1)N(N=N2)CC2=C(C=CC=C2)Cl)N2CCC21COC1 (5-tert-Butyl-3-(2-chloro-benzyl)-7-(6-oxa-1-aza-spiro[3.3]hept-1-yl)-3H-[1,2,3]triazolo[4,5-d]pyrimidine), gum. Isolated yield 65.0%. RXN SMILES: [C:1]([C:5]1[N:6]=[C:7]([N:22]2[CH2:27][CH2:26][O:25][CH2:24][CH2:23]2)[C:8]2[N:13]=[N:12][N:11]([CH2:14][C:15]3[CH:20]=[CH:19][CH:18]=[CH:17][C:16]=3[Cl:21])[C:9]=2[N:10]=1)([CH3:4])([CH3:3])[CH3:2].[C:28](C1N=C(Cl)C2N=NN(CC3C=CC=CC=3Cl)C=2N=1)(C)(C)C.C(O)(=O)C(O)=O.N1C2(COC2)CC1>>[C:1]([C:5]1[N:6]=[C:7]([N:22]2[C:23]3([CH2:28][O:25][CH2:24]3)[CH2:26][CH2:27]2)[C:8]2[N:13]=[N:12][N:11]([CH2:14][C:15]3[CH:20]=[CH:19][CH:18]=[CH:17][C:16]=3[Cl:21])[C:9]=2[N:10]=1)([CH3:3])([CH3:4])[CH3:2] |f:2.3|. Procedure details: In analogy to the procedure described for the synthesis of 5-tert-butyl-3-(2-chloro-benzyl)-7-morpholin-4-yl-3H-[1,2,3]triazolo[4,5-d]pyrimidine (example 1, step c), the title compound was prepared from 5-tert-butyl-7-chloro-3-(2-chlorobenzyl)-3H-[1,2,3]triazolo[4,5-d]pyrimidine and 6-oxa-1-azaspiro[3.3]heptane oxalate and isolated as light-yellow gum (12.5 mg, 65%). MS (m/e): 399.4 (MH+). Starting materials: ClC=1C=C(C=CC1)[C@H]1CCC(N([C@@H]1C1=CC=C(C=C1)Cl)C1C=CCC1)=O ((5R,6S)-5-(3-chlorophenyl)-6-(4-chlorophenyl)-1-(cyclopent-2-enyl)piperidin-2-one), C1CCOC1 (THF), C[N+]1(CCOCC1)[O-] (4-methylmorpholine 4-oxide), I(=O)(=O)(=O)[O-].[Na+] (Sodium periodate). The reagents and catalysts are [Os](=O)(=O)(=O)=O (osmium(VIII) oxide). Run in CC(C)(C)O (tBuOH), O (water), O (Water). Run at time 18 hour. The product is ClC=1C=C(C=CC1)[C@@H]1[C@H](N(C(CC1)=O)C(C=O)CCC=O)C1=CC=C(C=C1)Cl (2-((2S,3R)-3-(3-chlorophenyl)-2-(4-chlorophenyl)-6-oxopiperidin-1-yl)pentanedial). RXN SMILES: [Cl:1][C:2]1[CH:3]=[C:4]([C@@H:8]2[C@@H:13]([C:14]3[CH:19]=[CH:18][C:17]([Cl:20])=[CH:16][CH:15]=3)[N:12](C3CCC=C3)[C:11](=[O:26])[CH2:10][CH2:9]2)[CH:5]=[CH:6][CH:7]=1.C[N+]1([O-])CC[O:31][CH2:30]C1.I([O-])(=O)(=O)=O.[Na+].[CH2:41]1[CH2:45][O:44][CH2:43][CH2:42]1>[Os](=O)(=O)(=O)=O.O.CC(O)(C)C>[Cl:1][C:2]1[CH:3]=[C:4]([C@H:8]2[CH2:9][CH2:10][C:11](=[O:26])[N:12]([CH:42]([CH2:41][CH2:45][CH:30]=[O:31])[CH:43]=[O:44])[C@@H:13]2[C:14]2[CH:19]=[CH:18][C:17]([Cl:20])=[CH:16][CH:15]=2)[CH:5]=[CH:6][CH:7]=1 |f:2.3|. Procedure: To a solution of 454 mg (1.175 mmol) of (5R,6S)-5-(3-chlorophenyl)-6-(4-chlorophenyl)-1-(cyclopent-2-enyl)piperidin-2-one (Example 104, Step A) in THF (6 mL) was added water dropwise (3.5 mL) and tBuOH (0.2 mL). 4-methylmorpholine 4-oxide (207 mg, 1.763 mmol) was added followed by 4% aq. osmium(VIII) oxide (37.3 μL, 5.88 μmol). The reaction mixture was stirred at room temperature for 18 h. Sodium periodate (704 mg, 3.29 mmol) was added and the cloudy reaction mixture was stirred at room temperat... Starting materials: COC(=O)c1cn(S(=O)(=O)c2ccc(F)cc2)c(Br)c1C, COCCOC, [Na+], [Na+], O=C([O-])[O-], OB(O)c1ccccc1, c1ccc(P(c2ccccc2)(c2ccccc2)[Pd](P(c2ccccc2)(c2ccccc2)c2ccccc2)(P(c2ccccc2)(c2ccccc2)c2ccccc2)P(c2ccccc2)(c2ccccc2)c2ccccc2)cc1. Yields the product COC(=O)c1cn(S(=O)(=O)c2ccc(F)cc2)c(-c2ccccc2)c1C. Reaction SMILES: [Br:1][c:2]1[c:3]([CH3:21])[c:4]([C:17](=[O:18])[O:19][CH3:20])[cH:5][n:6]1[S:7](=[O:8])(=[O:9])[c:10]1[cH:11][cH:12][c:13]([F:16])[cH:14][cH:15]1.[CH3:37][O:38][CH2:39][CH2:40][O:41][CH3:42].[Na+:31].[Na+:32].[O-:33][C:34](=[O:35])[O-:36].[OH:22][B:23]([OH:24])[c:25]1[cH:26][cH:27][cH:28][cH:29][cH:30]1.[cH:43]1[cH:44][cH:45][c:46]([P:47]([Pd:48]([P:49]([c:50]2[cH:51][cH:52][cH:53][cH:54][cH:55]2)([c:56]2[cH:57][cH:58][cH:59][cH:60][cH:61]2)[c:62]2[cH:63][cH:64][cH:65][cH:66][cH:67]2)([P:68]([c:69]2[cH:70][cH:71][cH:72][cH:73][cH:74]2)([c:75]2[cH:76][cH:77][cH:78][cH:79][cH:80]2)[c:81]2[cH:82][cH:83][cH:84][cH:85][cH:86]2)[P:87]([c:88]2[cH:89][cH:90][cH:91][cH:92][cH:93]2)([c:94]2[cH:95][cH:96][cH:97][cH:98][cH:99]2)[c:100]2[cH:101][cH:102][cH:103][cH:104][cH:105]2)([c:106]2[cH:107][cH:108][cH:109][cH:110][cH:111]2)[c:112]2[cH:113][cH:114][cH:115][cH:116][cH:117]2)[cH:118][cH:119]1>>[c:2]1(-[c:25]2[cH:26][cH:27][cH:28][cH:29][cH:30]2)[c:3]([CH3:21])[c:4]([C:17](=[O:18])[O:19][CH3:20])[cH:5][n:6]1[S:7](=[O:8])(=[O:9])[c:10]1[cH:11][cH:12][c:13]([F:16])[cH:14][cH:15]1. Starting materials: C(CCCCCC)N1C2=CC=C(C=C2C=2C=C(C=CC12)C=O)C=O (N-heptyl-3,6-Diformylcarbazole), CN(C)C=O (DMF), O=P(Cl)(Cl)Cl (POCl3), CCN1C2=CC=CC=C2C=2C=CC=C(C12)CCCCCC (N-2-ethylhexylcarbazole). Product: CCN1C2=CC=C(C=C2C=2C=C(C=C(C12)CCCCCC)C=O)C=O (N-2-ethylhexyl-3,6-diformyl carbazole), brownish liquid. Yield: 66.0%. Reaction SMILES: CN([CH:4]=[O:5])C.O=P(Cl)(Cl)Cl.[CH3:11][CH2:12][N:13]1[C:25]2[C:24]([CH2:26][CH2:27][CH2:28][CH2:29][CH2:30][CH3:31])=[CH:23][CH:22]=[CH:21][C:20]=2[C:19]2[C:14]1=[CH:15][CH:16]=[CH:17][CH:18]=2.C(N1C2C=CC([CH:52]=[O:53])=CC=2C2C1=CC=C(C=O)C=2)CCCCCC>>[CH3:11][CH2:12][N:13]1[C:25]2[C:24]([CH2:26][CH2:27][CH2:28][CH2:29][CH2:30][CH3:31])=[CH:23][C:22]([CH:52]=[O:53])=[CH:21][C:20]=2[C:19]2[C:14]1=[CH:15][CH:16]=[C:17]([CH:4]=[O:5])[CH:18]=2. Reported procedure: N-2-ethylhexyl-3,6-diformyl carbazole was prepared from DMF (97 ml, 1.25 mol), POCl3 (116.5 ml, 1.25 mol), and N-2-ethylhexylcarbazole (50 g, 0.18 mol) according to the procedure described for N-heptyl-3,6-Diformylcarbazole. The product was obtained as 40 g of brownish liquid (66% yield). The product was used as is in the next step without any purification.